This data is from the Open Reaction Database (ORD), a public repository of structured organic reaction records. The task is: describe an organic reaction: reactants, conditions, products, and yield Starting materials: CO, COC(=O)C1=NC(C)(C)Cc2cc(OC)c3c(c21)CC(C)(C)O3, Cl, [Na+], [OH-]. The product is Cl, COc1cc2c(c3c1OC(C)(C)C3)C(C(=O)O)=NC(C)(C)C2. Reaction SMILES: [CH3:27][OH:28].[CH3:3][O:4][C:5](=[O:6])[C:7]1=[N:8][C:9]([CH3:24])([CH3:25])[CH2:10][c:11]2[cH:12][c:13]([O:22][CH3:23])[c:14]3[c:15]([c:16]21)[CH2:17][C:18]([CH3:20])([CH3:21])[O:19]3.[ClH:26].[Na+:2].[OH-:1]>>[ClH:26].[O:4]=[C:5]([OH:6])[C:7]1=[N:8][C:9]([CH3:24])([CH3:25])[CH2:10][c:11]2[cH:12][c:13]([O:22][CH3:23])[c:14]3[c:15]([c:16]21)[CH2:17][C:18]([CH3:20])([CH3:21])[O:19]3.